The task is: describe an organic reaction: reactants, conditions, products, and yield. This data is from the Open Reaction Database (ORD), a public repository of structured organic reaction records. The reactants are OC=1C(=NC=CN1)C(=O)O (3-Hydroxypyrazine-2-carboxylic acid), [H-].[Al+3].[Li+].[H-].[H-].[H-] (lithium aluminium hydride), O1CCCC1 (tetrahydrofuran), methyl ester, ester. The product is OC1(CN=CC=N1)CO (3-hydroxy-3-hydroxymethylpyrazine). RXN SMILES: O[C:2]1[C:3]([C:8]([OH:10])=O)=[N:4][CH:5]=[CH:6][N:7]=1.[H-].[Al+3].[Li+].[H-].[H-].[H-].[O:17]1CCCC1>>[OH:17][C:3]1([CH2:8][OH:10])[N:4]=[CH:5][CH:6]=[N:7][CH2:2]1 |f:1.2.3.4.5.6|. Reported procedure: 3-Hydroxypyrazine-2-carboxylic acid is converted to the methyl ester and the ester is reduced with lithium aluminium hydride in tetrahydrofuran to give 3-hydroxy-3-hydroxymethylpyrazine. Treatment of 3-hydroxy-2-hydroxymethylpyrazine at room temperature with thionyl chloride gives 3-hydroxy-2-hydroxy-2chloromethylpyrazine and reacting this intermediate with cysteamine by the procedure of Example 62 gives 2-[(2-aminoethyl)thiomethyl]-3-hydroxypyrazine. Reactants: C(C)(C)(C)OC(=O)N1CCC(CC1)C(N[C@H](CC1=CC2=CC=CC=C2C=C1)C(N(C)[C@H](CC1=CC2=CC=CC=C2C=C1)C1=NC(=NO1)C(=O)OCCC)=O)=O (4-((1R)-1-{N-[(1R)-1-(3-Propoxycarbonyl-[1,2,4]oxadiazol-5-yl)-2-(2-naphthyl)ethyl]-N-methylcarbamoyl}-2-(2-naphthyl)ethylcarbamoyl)piperidine-1-carboxylic acid tert-butyl ester), CN (methylamine). The solvent is C(C)O (ethanol). Conditions: temperature 90 celsius, time 18 hour. Product: C(C)(C)(C)OC(=O)N1CCC(CC1)C(NC(CC1=CC2=CC=CC=C2C=C1)C(N(C)C(CC1=CC2=CC=CC=C2C=C1)C1=NC(=NO1)C(NC)=O)=O)=O (4-(1-{-N-[1-(3-methylcarbamoyl-[1,2,4]oxadiazol-5-yl)-2-(2-naphthyl)ethyl]-N-methylcarbamoyl}-2-(2-naphthyl)ethylcarbamoyl)piperidine-1-carboxylic acid tert butyl ester). RXN SMILES: [C:1]([O:5][C:6]([N:8]1[CH2:13][CH2:12][CH:11]([C:14](=[O:55])[NH:15][C@@H:16]([C:28](=[O:54])[N:29]([C@@H:31]([C:43]2[O:47][N:46]=[C:45]([C:48](OCCC)=[O:49])[N:44]=2)[CH2:32][C:33]2[CH:42]=[CH:41][C:40]3[C:35](=[CH:36][CH:37]=[CH:38][CH:39]=3)[CH:34]=2)[CH3:30])[CH2:17][C:18]2[CH:27]=[CH:26][C:25]3[C:20](=[CH:21][CH:22]=[CH:23][CH:24]=3)[CH:19]=2)[CH2:10][CH2:9]1)=[O:7])([CH3:4])([CH3:3])[CH3:2].[CH3:56][NH2:57]>C(O)C>[C:1]([O:5][C:6]([N:8]1[CH2:9][CH2:10][CH:11]([C:14](=[O:55])[NH:15][CH:16]([C:28](=[O:54])[N:29]([CH:31]([C:43]2[O:47][N:46]=[C:45]([C:48](=[O:49])[NH:57][CH3:56])[N:44]=2)[CH2:32][C:33]2[CH:42]=[CH:41][C:40]3[C:35](=[CH:36][CH:37]=[CH:38][CH:39]=3)[CH:34]=2)[CH3:30])[CH2:17][C:18]2[CH:27]=[CH:26][C:25]3[C:20](=[CH:21][CH:22]=[CH:23][CH:24]=3)[CH:19]=2)[CH2:12][CH2:13]1)=[O:7])([CH3:2])([CH3:4])[CH3:3]. Reported procedure: 4-((1R)-1-{N-[(1R)-1-(3-Propoxycarbonyl-[1,2,4]oxadiazol-5-yl)-2-(2-naphthyl)ethyl]-N-methylcarbamoyl}-2-(2-naphthyl)ethylcarbamoyl)piperidine-1-carboxylic acid tert-butyl ester (0.80 g, 1.07 mmol) was dissolved in 33% methylamine in ethanol and stirred at 90° C. for 18 h in a closed reaction vessel. The reaction mixture was concentrated in vacuo and the residue as chromatographed on silica (60 g) using ethyl acetate and heptane (7:3) as eluent to give 0.15 g of 4-(1-{-N-[1-(3-methylcarbamoyl-[1... As a reaction SMILES: [F:1][C:2]1[CH:28]=[CH:27][C:5]([CH2:6][N:7]2[CH2:16][CH2:15][C:14]3[C:9](=[C:10]([O:24]C)[C:11](=[O:23])[N:12]([CH3:22])[C:13]=3[N:17]([CH3:21])[C:18](=[O:20])[CH3:19])[C:8]2=[O:26])=[CH:4][CH:3]=1.Br.O>C(O)(=O)C>[F:1][C:2]1[CH:3]=[CH:4][C:5]([CH2:6][N:7]2[CH2:16][CH2:15][C:14]3[C:9](=[C:10]([OH:24])[C:11](=[O:23])[N:12]([CH3:22])[C:13]=3[N:17]([CH3:21])[C:18](=[O:20])[CH3:19])[C:8]2=[O:26])=[CH:27][CH:28]=1. The product is FC1=CC=C(CN2C(C3=C(C(N(C(=C3CC2)N(C(C)=O)C)C)=O)O)=O)C=C1 (N-[6-(4-fluorobenzyl)-4-hydroxy-2-methyl-3,5-dioxo-2,3,5,6,7,8-hexahydro-2,6-naphthyridin-1-yl]-N-methylacetamide). Reactants: Br (HBr), FC1=CC=C(CN2C(C3=C(C(N(C(=C3CC2)N(C(C)=O)C)C)=O)OC)=O)C=C1 (N-[6-(4-fluorobenzyl)-4-methoxy-2-methyl-3,5-dioxo-2,3,5,6,7,8-hexahydro-2,6-naphthyridin-1-yl]-N-methylacetamide), O (water). Reaction conditions: time 1.5 hour. Reported procedure: To N-[6-(4-fluorobenzyl)-4-methoxy-2-methyl-3,5-dioxo-2,3,5,6,7,8-hexahydro-2,6-naphthyridin-1-yl]-N-methylacetamide (0.070 g, 0.181 mmol) was dissolved in 1 mL glacial acetic acid and 0.75 mL 30% by weight HBr in acetic acid solution was added. The reaction was stirred for 1.5 hours, water was added and the reaction evaporated to dryness under vacuum. The residue was purified on reverse phase and the fractions collected and evaporated. The residue was dissolved in dioxane, from which crystals f... Run in C(C)(=O)O (acetic acid), C(C)(=O)O (acetic acid).